Task: describe an organic reaction: reactants, conditions, products, and yield. Dataset: the Open Reaction Database (ORD), a public repository of structured organic reaction records Procedure details: A mixture of (E)-4-((1-(3,5-dichlorophenyl)-3-methyl-2,5-dioxoimidazolidin-4-ylidene)methyl)benzonitrile (1.00 kg, 2.69 mol), glycine (0.50 kg, 6.72 mol) and hexamethylenetetramine (0.28 kg, 2.02 mol) in 1-methyl-2-pyrrolidinone (5.00 L) and toluene (2.50 L) was heated at 140° C. for 7-8 hours. The completeness of the reaction was followed by HPLC. Upon reaction completion, the mixture was cooled to 40-50° C. and filtered. The filtered solid was washed with toluene (0.67 L). To the filtrate was ... Solvent: CN1C(CCC1)=O (1-methyl-2-pyrrolidinone), C1(=CC=CC=C1)C (toluene). Run at temperature 140 celsius, time 12.5 minute. Product: Cl.ClC=1C=C(C=C(C1)Cl)N1C(N([C@]2(C1=O)CNC[C@H]2C2=CC=C(C#N)C=C2)C)=O (4-[(5S*,9R*)-3-(3,5-Dichlorophenyl)-1-methyl-2,4-dioxo-1,3,7-triazaspiro[4.4]non-9-yl]-benzonitrile hydrochloride salt). Starting materials: Cl (HCl), ClC=1C=C(C=C(C1)Cl)N1C(N(\C(\C1=O)=C\C1=CC=C(C#N)C=C1)C)=O ((E)-4-((1-(3,5-dichlorophenyl)-3-methyl-2,5-dioxoimidazolidin-4-ylidene)methyl)benzonitrile), NCC(=O)O (glycine), C1N2CN3CN1CN(C2)C3 (hexamethylenetetramine), Cl (HCl). Isolated yield 179.4%. Reaction SMILES: [Cl:1][C:2]1[CH:3]=[C:4]([N:9]2[C:13](=[O:14])/[C:12](=[CH:15]\[C:16]3[CH:23]=[CH:22][C:19]([C:20]#[N:21])=[CH:18][CH:17]=3)/[N:11]([CH3:24])[C:10]2=[O:25])[CH:5]=[C:6]([Cl:8])[CH:7]=1.NCC(O)=O.[CH2:31]1N2CN3CN(C2)[CH2:33][N:32]1C3.Cl>CN1CCCC1=O.C1(C)C=CC=CC=1>[ClH:1].[Cl:1][C:2]1[CH:3]=[C:4]([N:9]2[C:13](=[O:14])[C@@:12]3([C@H:15]([C:16]4[CH:17]=[CH:18][C:19]([C:20]#[N:21])=[CH:22][CH:23]=4)[CH2:33][NH:32][CH2:31]3)[N:11]([CH3:24])[C:10]2=[O:25])[CH:5]=[C:6]([Cl:8])[CH:7]=1 |f:6.7|. The reactants are COC([C@H](C(C)C)N)=O ((S)-2-amino-3-methyl-butyric acid methyl ester), FC(C(O)OC)(F)F (2,2,2-trifluoro-1-methoxy-ethanol). The reagents and catalysts are O.C1(=CC=C(C=C1)S(=O)(=O)O)C (4-toluenesulfonic acid hydrate). Run in C1(=CC=CC=C1)C (toluene). Yields the product COC([C@H](C(C)C)N=CC(F)(F)F)=O ((S)-3-Methyl-2-[2,2,2-trifluoro-ethylideneamino]-butyric acid methyl ester). The yield is 56.7%. As a reaction SMILES: [CH3:1][O:2][C:3](=[O:9])[C@@H:4]([NH2:8])[CH:5]([CH3:7])[CH3:6].[F:10][C:11]([F:17])([F:16])[CH:12](OC)O>C1(C)C=CC=CC=1.O.C1(C)C=CC(S(O)(=O)=O)=CC=1>[CH3:1][O:2][C:3](=[O:9])[C@@H:4]([N:8]=[CH:12][C:11]([F:17])([F:16])[F:10])[CH:5]([CH3:7])[CH3:6] |f:3.4|. Procedure details: A solution of (S)-2-amino-3-methyl-butyric acid methyl ester hydrochloride (6.72 g, 40 mmol) in water (50 mL) was partitioned between saturated sodium hydrogen carbonate solution and dichloromethane. The organic layer was separated, washed with water and brine, dried over anhydrous magnesium sulfate, filtered and evaporated to afford (S)-2-amino-3-methyl-butyric acid methyl ester (40 mmol). A solution of (S)-2-amino-3-methyl-butyric acid methyl ester (40 mmol), 2,2,2-trifluoro-1-methoxy-ethanol ...